This data is from the Open Reaction Database (ORD), a public repository of structured organic reaction records. The task is: describe an organic reaction: reactants, conditions, products, and yield RXN SMILES: [CH3:16][O:17][c:18]1[cH:19][cH:20][c:21]([P:22]2(=[S:23])[S:24][P:26](=[S:27])([c:28]3[cH:29][cH:30][c:31]([O:32][CH3:33])[cH:34][cH:35]3)[S:25]2)[cH:36][cH:37]1.[CH3:38][c:39]1[cH:40][cH:41][cH:42][cH:43][cH:44]1.[NH2:1][c:2]1[cH:3][c:4]([CH3:15])[c:5]([N:8]2[C:9](=[O:14])[CH2:10][CH2:11][CH2:12][CH2:13]2)[cH:6][cH:7]1>>[NH2:1][c:2]1[cH:3][c:4]([CH3:15])[c:5]([N:8]2[C:9](=[S:25])[CH2:10][CH2:11][CH2:12][CH2:13]2)[cH:6][cH:7]1. Product: Cc1cc(N)ccc1N1CCCCC1=S. Starting materials: COc1ccc(P2(=S)SP(=S)(c3ccc(OC)cc3)S2)cc1, Cc1ccccc1, Cc1cc(N)ccc1N1CCCCC1=O.